Dataset: the Open Reaction Database (ORD), a public repository of structured organic reaction records. Task: describe an organic reaction: reactants, conditions, products, and yield Starting materials: O1C(=CC=C1)C=O (2-furaldehyde), C(CO)O (ethylene glycol). Product: O1C(CCC1)C1OCCO1 (2-(2-oxolanyl)-dioxolane). Reaction SMILES: [O:1]1[CH:5]=[CH:4][CH:3]=[C:2]1[CH:6]=[O:7].[CH2:8](O)[CH2:9][OH:10]>>[O:1]1[CH2:5][CH2:4][CH2:3][CH:2]1[CH:6]1[O:10][CH2:9][CH2:8][O:7]1. Reported procedure: Note: 2-(2-oxolanyl)-dioxolane was prepared in similar manner by reacting 2-furaldehyde and ethylene glycol and then hydrogenating the reaction product. The product characterization was confirmed by I. R., 1 H nmr and 13 C nmr. Reported procedure: The title compound was prepared by using mitsonobu condition from 4-(2-hydroxy-phenyl)-piperazine-1-carboxylic acid tert-butyl ester and 1-(3-Hydroxy-piperidin-1-yl)-ethanone. The product is C(C)(C)(C)OC(=O)N1CCN(CC1)C1=C(C=CC=C1)OC1CN(CCC1)C(C)=O (4-[2-(1-Acetyl-piperidin-3-yloxy)-phenyl]-piperazine-1-carboxylic acid tert-butyl ester). RXN SMILES: [C:1]([O:5][C:6]([N:8]1[CH2:13][CH2:12][N:11]([C:14]2[CH:19]=[CH:18][CH:17]=[CH:16][C:15]=2[OH:20])[CH2:10][CH2:9]1)=[O:7])([CH3:4])([CH3:3])[CH3:2].O[CH:22]1[CH2:27][CH2:26][CH2:25][N:24]([C:28](=[O:30])[CH3:29])[CH2:23]1>>[C:1]([O:5][C:6]([N:8]1[CH2:9][CH2:10][N:11]([C:14]2[CH:19]=[CH:18][CH:17]=[CH:16][C:15]=2[O:20][CH:22]2[CH2:27][CH2:26][CH2:25][N:24]([C:28](=[O:30])[CH3:29])[CH2:23]2)[CH2:12][CH2:13]1)=[O:7])([CH3:4])([CH3:2])[CH3:3]. Reactants: C(C)(C)(C)OC(=O)N1CCN(CC1)C1=C(C=CC=C1)O (4-(2-hydroxy-phenyl)-piperazine-1-carboxylic acid tert-butyl ester), OC1CN(CCC1)C(C)=O (1-(3-Hydroxy-piperidin-1-yl)-ethanone). The reactants are CC(=O)c1ccccc1Br, Cc1ccc([Sn](C)(C)C)cc1, CN(C)C=O, O. The product is CC(=O)c1ccccc1-c1ccc(C)cc1. As a reaction SMILES: [Br:1][c:2]1[c:3]([C:8]([CH3:9])=[O:10])[cH:4][cH:5][cH:6][cH:7]1.[CH3:11][c:12]1[cH:13][cH:14][c:15]([Sn:18]([CH3:19])([CH3:20])[CH3:21])[cH:16][cH:17]1.[CH3:23][N:24]([CH3:25])[CH:26]=[O:27].[OH2:22]>>[c:2]1(-[c:15]2[cH:14][cH:13][c:12]([CH3:11])[cH:17][cH:16]2)[c:3]([C:8]([CH3:9])=[O:10])[cH:4][cH:5][cH:6][cH:7]1. Starting materials: CCCCP(CCCC)CCCC, Cc1ccccc1, O=C1SC(Cc2ccc(O)cc2)C(=O)N1C(c1ccccc1)(c1ccccc1)c1ccccc1, Cn1c(CCCO)nc2cccnc21. Yields the product Cn1c(CCCOc2ccc(CC3SC(=O)N(C(c4ccccc4)(c4ccccc4)c4ccccc4)C3=O)cc2)nc2cccnc21. Reaction SMILES: [CH2:49]([P:50]([CH2:51][CH2:52][CH2:53][CH3:54])[CH2:55][CH2:56][CH2:57][CH3:58])[CH2:59][CH2:60][CH3:61].[CH3:62][c:63]1[cH:64][cH:65][cH:66][cH:67][cH:68]1.[OH:15][c:16]1[cH:17][cH:18][c:19]([CH2:20][CH:21]2[C:22](=[O:46])[N:23]([C:27]([c:28]3[cH:29][cH:30][cH:31][cH:32][cH:33]3)([c:34]3[cH:35][cH:36][cH:37][cH:38][cH:39]3)[c:40]3[cH:41][cH:42][cH:43][cH:44][cH:45]3)[C:24](=[O:26])[S:25]2)[cH:47][cH:48]1.[OH:1][CH2:2][CH2:3][CH2:4][c:5]1[n:6]([CH3:14])[c:7]2[n:8][cH:9][cH:10][cH:11][c:12]2[n:13]1>>[O:1]([CH2:2][CH2:3][CH2:4][c:5]1[n:6]([CH3:14])[c:7]2[n:8][cH:9][cH:10][cH:11][c:12]2[n:13]1)[c:16]1[cH:17][cH:18][c:19]([CH2:20][CH:21]2[C:22](=[O:46])[N:23]([C:27]([c:28]3[cH:29][cH:30][cH:31][cH:32][cH:33]3)([c:34]3[cH:35][cH:36][cH:37][cH:38][cH:39]3)[c:40]3[cH:41][cH:42][cH:43][cH:44][cH:45]3)[C:24](=[O:26])[S:25]2)[cH:47][cH:48]1. Starting materials: O=C1NC(=O)c2ccccc21, CC(C)Cn1c(CCl)c(OCCCC(F)(F)F)c2cc(OCc3ccccc3)ccc2c1=O, CN(C)C=O, [K], O. The product is CC(C)Cn1c(CN2C(=O)c3ccccc3C2=O)c(OCCCC(F)(F)F)c2cc(OCc3ccccc3)ccc2c1=O. Reaction SMILES: [C:34]1(=[O:44])[c:35]2[c:36]([cH:40][cH:41][cH:42][cH:43]2)[C:37](=[O:39])[NH:38]1.[CH2:1]([c:2]1[cH:3][cH:4][cH:5][cH:6][cH:7]1)[O:8][c:9]1[cH:10][c:11]2[c:12]([O:26][CH2:27][CH2:28][CH2:29][C:30]([F:31])([F:32])[F:33])[c:13]([CH2:24][Cl:25])[n:14]([CH2:20][CH:21]([CH3:22])[CH3:23])[c:15](=[O:19])[c:16]2[cH:17][cH:18]1.[CH3:47][N:48]([CH3:49])[CH:50]=[O:51].[K:45].[OH2:46]>>[CH2:1]([c:2]1[cH:3][cH:4][cH:5][cH:6][cH:7]1)[O:8][c:9]1[cH:10][c:11]2[c:12]([O:26][CH2:27][CH2:28][CH2:29][C:30]([F:31])([F:32])[F:33])[c:13]([CH2:24][N:38]3[C:34](=[O:44])[c:35]4[c:36]([cH:40][cH:41][cH:42][cH:43]4)[C:37]3=[O:39])[n:14]([CH2:20][CH:21]([CH3:22])[CH3:23])[c:15](=[O:19])[c:16]2[cH:17][cH:18]1. The reactants are CCOC(=O)C1CC12CCCCC2, [Na+], [OH-], O. The product is O=C(O)C1CC12CCCCC2. RXN SMILES: [CH:1]1([C:9](=[O:10])[O:11][CH2:12][CH3:13])[CH2:2][C:3]12[CH2:4][CH2:5][CH2:6][CH2:7][CH2:8]2.[Na+:15].[OH-:14].[OH2:16]>>[CH:1]1([C:9](=[O:10])[OH:11])[CH2:2][C:3]12[CH2:4][CH2:5][CH2:6][CH2:7][CH2:8]2. Reactants: Cc1cc(Br)c(CN(Cc2cc(C(F)(F)F)cc(C(F)(F)F)c2)c2nn[nH]n2)cc1C(F)(F)F, C1CCOC1, CN(C)C=O, COS(=O)(=O)OC, [Na+], [Na+], O=C([O-])[O-]. The product is Cc1cc(Br)c(CN(Cc2cc(C(F)(F)F)cc(C(F)(F)F)c2)c2nnn(C)n2)cc1C(F)(F)F. RXN SMILES: [Br:1][c:2]1[c:3]([CH2:4][N:5]([c:6]2[n:7][n:8][nH:9][n:10]2)[CH2:11][c:12]2[cH:13][c:14]([C:22]([F:23])([F:24])[F:25])[cH:15][c:16]([C:18]([F:19])([F:20])[F:21])[cH:17]2)[cH:26][c:27]([C:31]([F:32])([F:33])[F:34])[c:28]([CH3:30])[cH:29]1.[CH2:53]1[O:54][CH2:55][CH2:56][CH2:57]1.[CH3:41][N:42]([CH3:43])[CH:44]=[O:45].[CH3:46][O:47][S:48]([O:49][CH3:50])(=[O:51])=[O:52].[Na+:35].[Na+:36].[O-:37][C:38](=[O:39])[O-:40]>>[Br:1][c:2]1[c:3]([CH2:4][N:5]([c:6]2[n:7][n:8][n:9]([CH3:38])[n:10]2)[CH2:11][c:12]2[cH:13][c:14]([C:22]([F:23])([F:24])[F:25])[cH:15][c:16]([C:18]([F:19])([F:20])[F:21])[cH:17]2)[cH:26][c:27]([C:31]([F:32])([F:33])[F:34])[c:28]([CH3:30])[cH:29]1. Reactants: CC1(COCCC1)O (3-methyltetrahydro-2H-pyran-3-ol), N1=C(C=CC=C1)OC(OC1=NC=CC=C1)=O (di(pyridin-2-yl)carbonate), [H-].[Na+] (sodium hydride), oil. Run in CCOC(=O)C (EtOAc), C1CCOC1 (THF), [Cl-].[Na+].O (brine), C1CCOC1 (THF). Run at time 30 minute. The product is C(OC1(COCCC1)C)(OC1=NC=CC=C1)=O (3-methyltetrahydro-2H-pyran-3-yl pyridin-2-yl carbonate), C(OC1=NC=CC=C1C1(COCCC1)C)([O-])=O (3-methyltetrahydro-2H-pyran-3-ylpyridin-2-yl carbonate). Yield: 34.1%. Reaction SMILES: [H-].[Na+].[CH3:3][C:4]1([OH:10])[CH2:9][CH2:8][CH2:7][O:6][CH2:5]1.[N:11]1[CH:16]=[CH:15][CH:14]=[CH:13][C:12]=1[O:17][C:18](=[O:26])[O:19][C:20]1[CH:25]=[CH:24][CH:23]=[CH:22][N:21]=1>C1COCC1.CCOC(C)=O.[Cl-].[Na+].O>[C:18](=[O:19])([O:17][C:12]1[CH:13]=[CH:14][CH:15]=[CH:16][N:11]=1)[O:10][C:4]1([CH3:3])[CH2:9][CH2:8][CH2:7][O:6][CH2:5]1.[C:18](=[O:26])([O-:17])[O:19][C:20]1[C:25]([C:4]2([CH3:3])[CH2:9][CH2:8][CH2:7][O:6][CH2:5]2)=[CH:24][CH:23]=[CH:22][N:21]=1 |f:0.1,6.7.8|. Procedure: To a suspension of sodium hydride, 60% in mineral oil (207 mg, 5.17 mmol) in THF (20 mL) was added 3-methyltetrahydro-2H-pyran-3-ol (500 mg, 4.30 mmol) at 0° C. After stirring 30 min, the solution was transferred to a solution of di(pyridin-2-yl)carbonate (931 mg, 4.30 mmol) in THF (20 mL) through a cannula. The formed slurry was stirred at 0° C. for 30 min. The slurry was warmed to rt and stirred for 2 h. The reaction was diluted with EtOAc followed by brine. The organic layer was collected, dr...